This data is from the Open Reaction Database (ORD), a public repository of structured organic reaction records. The task is: describe an organic reaction: reactants, conditions, products, and yield Reactants: C(CO)O (ethylene glycol), C(\C=C/C(=O)O)(=O)O (maleic acid), C(O)C(CC)(CO)CO.C(C=C)OCC=C (trimethylolpropane diallylether). The solvent is CO (methanol). Yields the product C(C(C)O)O (1,2-propylene glycol), C(O)C(CC)(CO)CO.C(C=C)OCC=C (trimethylolpropane diallylether), C1(\C=C/C(=O)O1)=O (maleic acid anhydride), C1(C=2C(C(=O)O1)=CC=CC2)=O (phthalic acid anhydride), ester. Reaction SMILES: [CH2:1]([OH:4])[CH2:2][OH:3].[C:5]([OH:12])(=[O:11])/[CH:6]=[CH:7]\[C:8]([OH:10])=[O:9].[CH2:13]([C:15]([CH2:20][OH:21])([CH2:18][OH:19])[CH2:16][CH3:17])[OH:14].[CH2:22]([O:25][CH2:26][CH:27]=[CH2:28])[CH:23]=[CH2:24]>CO>[CH2:1]([OH:4])[CH:2]([OH:3])[CH3:5].[CH2:13]([C:15]([CH2:20][OH:21])([CH2:18][OH:19])[CH2:16][CH3:17])[OH:14].[CH2:22]([O:25][CH2:26][CH:27]=[CH2:28])[CH:23]=[CH2:24].[C:8]1(=[O:10])[O:12][C:5](=[O:11])[CH:6]=[CH:7]1.[C:13]1(=[O:14])[O:4][C:1](=[O:9])[C:2]2=[CH:22][CH:23]=[CH:17][CH:16]=[C:15]12 |f:2.3,6.7|. Procedure: An unsaturated polyester is obtained from 1458 g of ethylene glycol, 798 g of 1,2-propylene glycol, 3012 g of trimethylolpropane diallylether, 3102 g of maleic acid anhydride, 521 g of phthalic acid anhydride, 55 g of methanol and 550 g of an ester of maleic acid and trimethylolpropane-diallylether by the conventional method of melt condensation. This unsaturated polyester is dissolved in styrene. Reactants: CN1N=C(C=C1C1=NC=C(C=C1)C)Br (1-methyl-3-bromo-5-(5-methylpyridin-2-yl)pyrazole), CC1(OB(OC1(C)C)C=1C=CC2=C(C[C@H]3CC[C@@H](C2)[C@@]32NS(N(C2)CC(F)(F)F)(=O)=O)C1)C ([6S,9R,11R]2′,3′,4′,5,5′,6,7,8,9,10-Decahydro-2-(4,4,5,5-tetramethyl-[1,3,2]-dioxaborolan-2-yl)-5′-(2,2,2-trifluoroethyl)spiro[6,9-methanobenzocyclooctene-11,3′-[1,2,5]thiadiazole]1′,1′-dioxide), C([O-])([O-])=O.[Cs+].[Cs+] (cesium carbonate). Reagents/catalysts: [Pd].C1(=CC=CC=C1)P(C1=CC=CC=C1)C1=CC=CC=C1.C1(=CC=CC=C1)P(C1=CC=CC=C1)C1=CC=CC=C1.C1(=CC=CC=C1)P(C1=CC=CC=C1)C1=CC=CC=C1.C1(=CC=CC=C1)P(C1=CC=CC=C1)C1=CC=CC=C1 (tetrakis(triphenylphosphine) palladium (0)). Solvent: CN(C=O)C (N,N-dimethylformamide), O (water). Run at temperature 100 celsius, time 18 hour. Product: CC=1C=CC(=NC1)C1=CC(=NN1C)C=1C=CC2=C(C[C@H]3CC[C@@H](C2)[C@@]32NS(N(C2)CC(F)(F)F)(=O)=O)C1 ([6S,9R,11R]2′,3′,4′,5,5′,6,7,8,9,10-decahydro-2-(5-(5-methylpyrid-2-yl)-1-methyl-pyrazol-3-yl)-5′-(2,2,2-trifluoroethyl)-spiro[6,9-methanobenzocyclooctene-11,3′-[1,2,5]thiadiazole]1′,1′-dioxide). Yield: 22.9%. As a reaction SMILES: [CH3:1][N:2]1[C:6]([C:7]2[CH:12]=[CH:11][C:10]([CH3:13])=[CH:9][N:8]=2)=[CH:5][C:4](Br)=[N:3]1.CC1(C)C(C)(C)OB([C:23]2[CH:24]=[CH:25][C:26]3[CH2:33][C@H:32]4[C@:34]5([CH2:38][N:37]([CH2:39][C:40]([F:43])([F:42])[F:41])[S:36](=[O:45])(=[O:44])[NH:35]5)[C@H:29]([CH2:30][CH2:31]4)[CH2:28][C:27]=3[CH:46]=2)O1.C(=O)([O-])[O-].[Cs+].[Cs+]>CN(C)C=O.O.[Pd].C1(P(C2C=CC=CC=2)C2C=CC=CC=2)C=CC=CC=1.C1(P(C2C=CC=CC=2)C2C=CC=CC=2)C=CC=CC=1.C1(P(C2C=CC=CC=2)C2C=CC=CC=2)C=CC=CC=1.C1(P(C2C=CC=CC=2)C2C=CC=CC=2)C=CC=CC=1>[CH3:13][C:10]1[CH:11]=[CH:12][C:7]([C:6]2[N:2]([CH3:1])[N:3]=[C:4]([C:23]3[CH:24]=[CH:25][C:26]4[CH2:33][C@H:32]5[C@:34]6([CH2:38][N:37]([CH2:39][C:40]([F:43])([F:42])[F:41])[S:36](=[O:44])(=[O:45])[NH:35]6)[C@H:29]([CH2:30][CH2:31]5)[CH2:28][C:27]=4[CH:46]=3)[CH:5]=2)=[N:8][CH:9]=1 |f:2.3.4,7.8.9.10.11|. Reported procedure: A mixture of 1-methyl-3-bromo-5-(5-methylpyridin-2-yl)pyrazole from Step 3 (0.081 g, 0.321 mmol), the homochiral boronate from Example 24 Step 1 (0.156 g, 0.321 mmol), cesium carbonate (0.10 g, 0.32 mmol) and tetrakis(triphenylphosphine) palladium (0) (0.04 g, 10 mol %) in N,N-dimethylformamide (3 mL) and water (1 mL) was degassed and flushed with nitrogen, then stirred at 100° C. under nitrogen for 18 hours. The cooled mixture was diluted with water (20 mL) and extracted with ethyl acetate (20 ...